Task: describe an organic reaction: reactants, conditions, products, and yield. Dataset: the Open Reaction Database (ORD), a public repository of structured organic reaction records Reactants: O1C(=CC=C1)CN1N=CC=C1N (1-(2-furyl)methyl-5-aminopyrazole), C(C)OC(C(C(C1=CC=CC=C1)=O)=COCC)=O (ethoxymethylene benzoyl acetic acid ethyl ester), alcohol. Reaction SMILES: [O:1]1[CH:5]=[CH:4][CH:3]=[C:2]1[CH2:6][N:7]1[C:11]([NH2:12])=[CH:10][CH:9]=[N:8]1.[CH2:13]([O:15][C:16](=[O:30])[C:17](=[CH:26]OCC)[C:18](=[O:25])[C:19]1[CH:24]=[CH:23][CH:22]=[CH:21][CH:20]=1)[CH3:14]>>[CH2:13]([O:15][C:16](=[O:30])[C:17](=[CH:26][NH:12][C:11]1[N:7]([CH2:6][C:2]2[O:1][CH:5]=[CH:4][CH:3]=2)[N:8]=[CH:9][CH:10]=1)[C:18](=[O:25])[C:19]1[CH:20]=[CH:21][CH:22]=[CH:23][CH:24]=1)[CH3:14]. Reported procedure: 163 g. of 1-(2-furyl)methyl-5-aminopyrazole (1 mol.) and 248 g. of ethoxymethylene benzoyl acetic acid ethyl ester (1 mol.) are heated at 130° until no more alcohol distils off (approximately 1 hour). The oily residue crystallizes and yields on cooling and recrystallization from hexane 310 g. of [[[1-(2-furyl)methyl-5-pyrazolyl]-amino]methylene]benzoyl acetic acid ethyl ester (85%), m.p. 75°-77°. Product: C(C)OC(C(C(C1=CC=CC=C1)=O)=CNC1=CC=NN1CC=1OC=CC1)=O ([[[1-(2-furyl)methyl-5-pyrazolyl]amino]methylene]benzoyl acetic acid ethyl ester). Reactants: C(Cl)Cl (CH2Cl2), BrC1=CC=2N(C=C1)C(=CN2)C(=O)NC2=C(C=CC(=C2)C(NCC2=C(C=CC=C2)N2CCN(CC2)C)=O)F (7-bromo-N-(2-fluoro-5-(2-(4-methylpiperazin-1-yl)benzylcarbamoyl)phenyl)imidazo[1,2-a]pyridine-3-carboxamide), FC=1C=C(C=CC1C(NCCO)=O)B(O)O (3-fluoro-4-(2-hydroxyethylcarbamoyl)phenylboronic acid), C(Cl)Cl (CH2Cl2), FC=1C=C(C=CC1C(NCCO)=O)B(O)O (3-fluoro-4-(2-hydroxyethylcarbamoyl)phenylboronic acid), C([O-])([O-])=O.[Cs+].[Cs+] (cesium carbonate), C([O-])([O-])=O.[Cs+].[Cs+] (cesium carbonate). Reagents/catalysts: C1=CC=C(C=C1)P([C-]2C=CC=C2)C3=CC=CC=C3.C1=CC=C(C=C1)P([C-]2C=CC=C2)C3=CC=CC=C3.Cl[Pd]Cl.[Fe+2] (PdCl2(dppf)), C1=CC=C(C=C1)P([C-]2C=CC=C2)C3=CC=CC=C3.C1=CC=C(C=C1)P([C-]2C=CC=C2)C3=CC=CC=C3.Cl[Pd]Cl.[Fe+2] (PdCl2(dppf)). The solvent is CN(C)C=O (DMF), CCOC(=O)C (EtOAc), O (water). Reaction conditions: time 8 hour. Product: FC=1C=C(C=CC1C(NCCO)=O)C1=CC=2N(C=C1)C(=CN2)C(=O)NC2=C(C=CC(=C2)C(NCC2=C(C=CC=C2)N2CCN(CC2)C)=O)F (7-(3-Fluoro-4-(2-hydroxyethylcarbamoyl)phenyl)-N-(2-fluoro-5-(2-(4-methylpiperazin-1-yl)benzylcarbamoyl)phenyl)imidazo[1,2-a]pyridine-3-carboxamide). Reaction SMILES: Br[C:2]1[CH:7]=[CH:6][N:5]2[C:8]([C:11]([NH:13][C:14]3[CH:19]=[C:18]([C:20](=[O:36])[NH:21][CH2:22][C:23]4[CH:28]=[CH:27][CH:26]=[CH:25][C:24]=4[N:29]4[CH2:34][CH2:33][N:32]([CH3:35])[CH2:31][CH2:30]4)[CH:17]=[CH:16][C:15]=3[F:37])=[O:12])=[CH:9][N:10]=[C:4]2[CH:3]=1.[F:38][C:39]1[CH:40]=[C:41](B(O)O)[CH:42]=[CH:43][C:44]=1[C:45](=[O:50])[NH:46][CH2:47][CH2:48][OH:49].C(=O)([O-])[O-].[Cs+].[Cs+].C(Cl)Cl>CN(C=O)C.CCOC(C)=O.O.C1C=CC(P(C2C=CC=CC=2)[C-]2C=CC=C2)=CC=1.C1C=CC(P(C2C=CC=CC=2)[C-]2C=CC=C2)=CC=1.Cl[Pd]Cl.[Fe+2]>[F:38][C:39]1[CH:40]=[C:41]([C:2]2[CH:7]=[CH:6][N:5]3[C:8]([C:11]([NH:13][C:14]4[CH:19]=[C:18]([C:20](=[O:36])[NH:21][CH2:22][C:23]5[CH:28]=[CH:27][CH:26]=[CH:25][C:24]=5[N:29]5[CH2:34][CH2:33][N:32]([CH3:35])[CH2:31][CH2:30]5)[CH:17]=[CH:16][C:15]=4[F:37])=[O:12])=[CH:9][N:10]=[C:4]3[CH:3]=2)[CH:42]=[CH:43][C:44]=1[C:45](=[O:50])[NH:46][CH2:47][CH2:48][OH:49] |f:2.3.4,9.10.11.12|. Reported procedure: A mixture comprising 7-bromo-N-(2-fluoro-5-(2-(4-methylpiperazin-1-yl)benzylcarbamoyl)phenyl)imidazo[1,2-a]pyridine-3-carboxamide (Ex 1.1, step 1) (120 mg, 0.212 mmol), 3-fluoro-4-(2-hydroxyethylcarbamoyl)phenylboronic acid (48.2 mg, 0.212 mmol), cesium carbonate (69.1 mg, 0.212 mmol) and PdCl2(dppf).CH2Cl2 adduct (17.33 mg, 0.021 mmol) in DMF (3 ml) under N2 was heated at 85° C. for 2 hrs. Further portions of 3-fluoro-4-(2-hydroxyethylcarbamoyl)phenylboronic acid (48.2 mg, 0.212 mmol), cesium c... Starting materials: C(C)(C)(C)OC[C@]12[C@H]([C@H]([C@@](O1)(N1C(=O)NC(=O)C=C1)[SiH](C1=CC=CC=C1)C1=CC=CC=C1)OC2)O (5′-O-tertbutyldiphenylsilyl-2′-O,4′-C-methylene Uridine), [F-].C(CCC)[N+](CCCC)(CCCC)CCCC (tetrabutylammonium fluoride), [F-].C(CCC)[N+](CCCC)(CCCC)CCCC (TBAF), solution. The solvent is C1CCOC1 (THF), C1CCOC1 (THF). Conditions: time 2 hour. Yields the product C1O[C@H]2[C@@H](O[C@@]1([C@H]2O)CO)N2C(=O)NC(=O)C=C2 (2′-O,4′-C-methylene Uridine). Isolated yield 84.5%. Reaction SMILES: C([O:5][CH2:6][C@@:7]12[CH2:34][O:33][C@@H:9]([C@:10]([SiH](C3C=CC=CC=3)C3C=CC=CC=3)([N:12]3[CH:19]=[CH:18][C:16](=[O:17])[NH:15][C:13]3=[O:14])[O:11]1)[C@@H:8]2[OH:35])(C)(C)C.[F-].C([N+](CCCC)(CCCC)CCCC)CCC>C1COCC1>[CH2:34]1[C@@:7]2([CH2:6][OH:5])[C@@H:8]([OH:35])[C@H:9]([C@H:10]([N:12]3[CH:19]=[CH:18][C:16](=[O:17])[NH:15][C:13]3=[O:14])[O:11]2)[O:33]1 |f:1.2|. Reported procedure: Compound 12 (13.2 g, 26.7 mmol) was dissolved in anhydrous THF (60 mL). To this mixture was added tetrabutylammonium fluoride (TBAF, 29.4 mmol, 29.4 mL of a 1 M solution in THF). After stirring at room temperature for 2 hours, mixture was concentrated in vacuo to ˜15 mL and then eluted through a short silica gel column with 10% methanol in CH2Cl2. Eluate was concentrated to a pale solid, which was washed on a glass frit with a minimal amount of ice-cold methanol. The remaining solid was dried in... Reactants: CC(C)=O, ClCCC(Oc1cc(Cl)ccc1Cl)c1cccs1, [I-], [Na+]. Product: Clc1ccc(Cl)c(OC(CCI)c2cccs2)c1. Reaction SMILES: [CH3:21][C:22](=[O:23])[CH3:24].[Cl:1][CH2:2][CH2:3][CH:4]([O:5][c:6]1[c:7]([Cl:13])[cH:8][cH:9][c:10]([Cl:12])[cH:11]1)[c:14]1[s:15][cH:16][cH:17][cH:18]1.[I-:20].[Na+:19]>>[CH2:2]([CH2:3][CH:4]([O:5][c:6]1[c:7]([Cl:13])[cH:8][cH:9][c:10]([Cl:12])[cH:11]1)[c:14]1[s:15][cH:16][cH:17][cH:18]1)[I:20]. Reactants: [Br-], [Mg+]C1CC1, OC(c1c(F)cc(Cl)cc1F)C1CC1, O=Cc1ccc2c(c1)OC(F)(F)O2, C1CCOC1. The product is OC(c1ccc2c(c1)OC(F)(F)O2)C1CC1. As a reaction SMILES: [Br-:14].[CH:15]1([Mg+:18])[CH2:16][CH2:17]1.[Cl:19][c:20]1[cH:21][c:22]([F:23])[c:24]([CH:25]([CH:26]2[CH2:27][CH2:28]2)[OH:29])[c:30]([F:31])[cH:32]1.[F:1][C:2]1([F:13])[O:3][c:4]2[c:5]([cH:7][cH:8][c:9]([CH:11]=[O:12])[cH:10]2)[O:6]1.[O:33]1[CH2:34][CH2:35][CH2:36][CH2:37]1>>[F:1][C:2]1([F:13])[O:3][c:4]2[c:5]([cH:7][cH:8][c:9]([CH:11]([OH:12])[CH:15]3[CH2:16][CH2:17]3)[cH:10]2)[O:6]1. Starting materials: C(=O)C1=C(C=CC2=CC=CC=C12)OCC#N ([(1-formyl-2-naphthyl)oxy]acetonitrile), CC(C(=O)NC1=CC(=CC=C1)C1CCNCC1)C (2-methyl-N-[3-(4-piperidinyl)phenyl]propanamide). Product: C(#N)COC1=C(C2=CC=CC=C2C=C1)CN1CCC(CC1)C=1C=C(C=CC1)NC(C(C)C)=O (N-[3-(1-{[2-(CYANOMETHOXY)-1-NAPHTHYL]METHYL}-4-PIPERIDINYL)PHENYL]-2-METHYLPROPANAMIDE). RXN SMILES: [CH:1]([C:3]1[C:12]2[C:7](=[CH:8][CH:9]=[CH:10][CH:11]=2)[CH:6]=[CH:5][C:4]=1[O:13][CH2:14][C:15]#[N:16])=O.[CH3:17][CH:18]([CH3:34])[C:19]([NH:21][C:22]1[CH:27]=[CH:26][CH:25]=[C:24]([CH:28]2[CH2:33][CH2:32][NH:31][CH2:30][CH2:29]2)[CH:23]=1)=[O:20]>>[C:15]([CH2:14][O:13][C:4]1[CH:5]=[CH:6][C:7]2[C:12](=[CH:11][CH:10]=[CH:9][CH:8]=2)[C:3]=1[CH2:1][N:31]1[CH2:32][CH2:33][CH:28]([C:24]2[CH:23]=[C:22]([NH:21][C:19](=[O:20])[CH:18]([CH3:17])[CH3:34])[CH:27]=[CH:26][CH:25]=2)[CH2:29][CH2:30]1)#[N:16]. Procedure: Prepared by Procedure F and Scheme R using [(1-formyl-2-naphthyl)oxy]acetonitrile and 2-methyl-N-[3-(4-piperidinyl)phenyl]propanamide: ESMS m/e: 442.2 (M+H)+. Starting materials: FC1=CC=C(C=C1)CN1C(=NC2=C1C=CC=C2)NC2CCN(CC2)CC(C)=O (1-[4-[[1-[(4-fluorophenyl)-methyl]-1H-benzimidazol-2-yl]amino]-1-piperidinyl]-2-propanone), oxime, N (ammonia), [H][H] (hydrogen). Reagents/catalysts: [Ni] (Raney-nickel). The solvent is CO (methanol). Product: NC(CN1CCC(CC1)NC1=NC2=C(N1CC1=CC=C(C=C1)F)C=CC=C2)C (N-[1-(2-aminopropyl)-4-piperidinyl]-1-[(4-fluorophenyl)methyl]-1H-benzimidazol-2-amine), intermediate 132. The yield is 34.0%. Reaction SMILES: [F:1][C:2]1[CH:7]=[CH:6][C:5]([CH2:8][N:9]2[C:13]3[CH:14]=[CH:15][CH:16]=[CH:17][C:12]=3[N:11]=[C:10]2[NH:18][CH:19]2[CH2:24][CH2:23][N:22]([CH2:25][C:26](=O)[CH3:27])[CH2:21][CH2:20]2)=[CH:4][CH:3]=1.[NH3:29].[H][H]>[Ni].CO>[NH2:29][CH:26]([CH3:27])[CH2:25][N:22]1[CH2:23][CH2:24][CH:19]([NH:18][C:10]2[N:9]([CH2:8][C:5]3[CH:6]=[CH:7][C:2]([F:1])=[CH:3][CH:4]=3)[C:13]3[CH:14]=[CH:15][CH:16]=[CH:17][C:12]=3[N:11]=2)[CH2:20][CH2:21]1. Procedure details: A mixture of 4 parts of 1-[4-[[1-[(4-fluorophenyl)-methyl]-1H-benzimidazol-2-yl]amino]-1-piperidinyl]-2-propanone, oxime and 120 parts of methanol, saturated with ammonia, was hydrogenated at normal pressure and at room temperature with 2 parts of Raney-nickel catalyst. After the calculated amount of hydrogen was taken up, the catalyst was filtered off and the filtrate was evaporated. The residue was crystallized from acetonitrile, yielding 1.3 parts (34%) of N-[1-(2-aminopropyl)-4-piperidinyl]-...